This data is from the Open Reaction Database (ORD), a public repository of structured organic reaction records. The task is: describe an organic reaction: reactants, conditions, products, and yield Reactants: CCCBr, C[O-], CO, [Na+], O, Oc1c(-c2ccccc2)n[nH]c1-c1ccccc1. Yields the product CCCOc1c(-c2ccccc2)n[nH]c1-c1ccccc1. Reaction SMILES: [Br:24][CH2:25][CH2:26][CH3:27].[CH3:19][O-:20].[CH3:22][OH:23].[Na+:21].[OH2:28].[c:1]1(-[c:7]2[n:8][nH:9][c:10](-[c:13]3[cH:14][cH:15][cH:16][cH:17][cH:18]3)[c:11]2[OH:12])[cH:2][cH:3][cH:4][cH:5][cH:6]1>>[c:1]1(-[c:7]2[n:8][nH:9][c:10](-[c:13]3[cH:14][cH:15][cH:16][cH:17][cH:18]3)[c:11]2[O:12][CH2:25][CH2:26][CH3:27])[cH:2][cH:3][cH:4][cH:5][cH:6]1. Reactants: C1CCOC1, CCN(C(C)C)C(C)C, CC1(C)Cc2c(c(C(=O)O)cc3nc(Nc4c(F)cccc4Cl)[nH]c23)O1, NC1(c2cccc(C(F)(F)F)c2)CC1, O=S(Cl)Cl. Reaction SMILES: [CH2:54]1[O:55][CH2:56][CH2:57][CH2:58]1.[CH:45]([N:46]([CH2:47][CH3:48])[CH:49]([CH3:50])[CH3:51])([CH3:52])[CH3:53].[Cl:1][c:2]1[c:3]([NH:9][c:10]2[nH:11][c:12]3[c:13]([n:14]2)[cH:15][c:16]([C:24](=[O:25])[OH:26])[c:17]2[c:18]3[CH2:19][C:20]([CH3:22])([CH3:23])[O:21]2)[c:4]([F:8])[cH:5][cH:6][cH:7]1.[F:31][C:32]([c:33]1[cH:34][c:35]([C:39]2([NH2:42])[CH2:40][CH2:41]2)[cH:36][cH:37][cH:38]1)([F:43])[F:44].[S:27]([Cl:28])([Cl:29])=[O:30]>>[Cl:1][c:2]1[c:3]([NH:9][c:10]2[nH:11][c:12]3[c:13]([n:14]2)[cH:15][c:16]([C:24](=[O:25])[NH:42][C:39]2([c:35]4[cH:34][c:33]([C:32]([F:31])([F:43])[F:44])[cH:38][cH:37][cH:36]4)[CH2:40][CH2:41]2)[c:17]2[c:18]3[CH2:19][C:20]([CH3:22])([CH3:23])[O:21]2)[c:4]([F:8])[cH:5][cH:6][cH:7]1. The product is CC1(C)Cc2c(c(C(=O)NC3(c4cccc(C(F)(F)F)c4)CC3)cc3nc(Nc4c(F)cccc4Cl)[nH]c23)O1. Reactants: CO, CCCCCCCCCOC(=O)Cl, ClCCl, Cl, COC(=O)CCN(C(=O)c1ccc2c(c1)nc(CNc1ccc(C(=N)N)cc1)n2C)c1ccccn1. The product is CCCCCCCCCOC(=O)NC(=N)c1ccc(NCc2nc3cc(C(=O)N(CCC(=O)OC)c4ccccn4)ccc3n2C)cc1. Reaction SMILES: [CH3:51][OH:52].[Cl:38][C:39](=[O:40])[O:41][CH2:42][CH2:43][CH2:44][CH2:45][CH2:46][CH2:47][CH2:48][CH2:49][CH3:50].[Cl:53][CH2:54][Cl:55].[ClH:1].[n:2]1[c:3]([N:8]([C:9](=[O:10])[c:11]2[cH:12][c:13]3[c:14]([n:15]([CH3:29])[c:16]([CH2:18][NH:19][c:20]4[cH:21][cH:22][c:23]([C:26]([NH2:27])=[NH:28])[cH:24][cH:25]4)[n:17]3)[cH:30][cH:31]2)[CH2:32][CH2:33][C:34](=[O:35])[O:36][CH3:37])[cH:4][cH:5][cH:6][cH:7]1>>[n:2]1[c:3]([N:8]([C:9](=[O:10])[c:11]2[cH:12][c:13]3[c:14]([n:15]([CH3:29])[c:16]([CH2:18][NH:19][c:20]4[cH:21][cH:22][c:23]([C:26](=[NH:27])[NH:28][C:39](=[O:40])[O:41][CH2:42][CH2:43][CH2:44][CH2:45][CH2:46][CH2:47][CH2:48][CH2:49][CH3:50])[cH:24][cH:25]4)[n:17]3)[cH:30][cH:31]2)[CH2:32][CH2:33][C:34](=[O:35])[O:36][CH3:37])[cH:4][cH:5][cH:6][cH:7]1. Reactants: O=C([O-])O, C=Cc1cc2c(nn1)SCCO2, [O-][I+3]([O-])([O-])[O-], [Na+], [Na+], C1COCCO1, O. The product is O=Cc1cc2c(nn1)SCCO2. RXN SMILES: [C:19](=[O:20])([OH:21])[O-:22].[CH:1](=[CH2:2])[c:3]1[cH:4][c:5]2[c:6]([n:7][n:8]1)[S:9][CH2:10][CH2:11][O:12]2.[I+3:13]([O-:14])([O-:15])([O-:16])[O-:17].[Na+:18].[Na+:23].[O:25]1[CH2:26][CH2:27][O:28][CH2:29][CH2:30]1.[OH2:24]>>[CH:1]([c:3]1[cH:4][c:5]2[c:6]([n:7][n:8]1)[S:9][CH2:10][CH2:11][O:12]2)=[O:14].